From a dataset of the Open Reaction Database (ORD), a public repository of structured organic reaction records. describe an organic reaction: reactants, conditions, products, and yield Reactants: CO, COc1ccc(N2CCOCC2)c2sc(NC(=O)c3ccnc(Cl)c3)nc12, [H-], [Na+], C1COCCO1, CN(C)C=O. The product is COc1cc(C(=O)Nc2nc3c(OC)ccc(N4CCOCC4)c3s2)ccn1. Reaction SMILES: [CH3:30][OH:31].[Cl:1][c:2]1[cH:3][c:4]([C:5](=[O:6])[NH:7][c:8]2[s:9][c:10]3[c:11]([n:12]2)[c:13]([O:23][CH3:24])[cH:14][cH:15][c:16]3[N:17]2[CH2:18][CH2:19][O:20][CH2:21][CH2:22]2)[cH:25][cH:26][n:27]1.[H-:28].[Na+:29].[O:32]1[CH2:33][CH2:34][O:35][CH2:36][CH2:37]1.[O:38]=[CH:39][N:40]([CH3:41])[CH3:42]>>[c:2]1([O:31][CH3:30])[cH:3][c:4]([C:5](=[O:6])[NH:7][c:8]2[s:9][c:10]3[c:11]([n:12]2)[c:13]([O:23][CH3:24])[cH:14][cH:15][c:16]3[N:17]2[CH2:18][CH2:19][O:20][CH2:21][CH2:22]2)[cH:25][cH:26][n:27]1. Starting materials: O=C(c1ccccc1)N1CCc2[nH]c3cc(Br)ccc3c2CC1, COCCOC, CCOC(C)=O, CCCCCCC, [Na+], [Na+], O=C([O-])[O-], OB(O)c1ccccc1, c1ccc(P(c2ccccc2)(c2ccccc2)[Pd](P(c2ccccc2)(c2ccccc2)c2ccccc2)(P(c2ccccc2)(c2ccccc2)c2ccccc2)P(c2ccccc2)(c2ccccc2)c2ccccc2)cc1. Yields the product O=C(c1ccccc1)N1CCc2[nH]c3cc(-c4ccccc4)ccc3c2CC1. Reaction SMILES: [C:1]([c:2]1[cH:3][cH:4][cH:5][cH:6][cH:7]1)(=[O:8])[N:9]1[CH2:10][CH2:11][c:12]2[nH:13][c:14]3[cH:15][c:16]([Br:23])[cH:17][cH:18][c:19]3[c:20]2[CH2:21][CH2:22]1.[CH2:46]([CH2:47][O:48][CH3:49])[O:50][CH3:51].[CH3:33][CH2:34][O:35][C:36]([CH3:37])=[O:38].[CH3:39][CH2:40][CH2:41][CH2:42][CH2:43][CH2:44][CH3:45].[Na+:52].[Na+:53].[O-:54][C:55](=[O:56])[O-:57].[OH:24][B:25]([OH:26])[c:27]1[cH:28][cH:29][cH:30][cH:31][cH:32]1.[cH:58]1[cH:59][cH:60][c:61]([P:62]([Pd:63]([P:64]([c:65]2[cH:66][cH:67][cH:68][cH:69][cH:70]2)([c:71]2[cH:72][cH:73][cH:74][cH:75][cH:76]2)[c:77]2[cH:78][cH:79][cH:80][cH:81][cH:82]2)([P:83]([c:84]2[cH:85][cH:86][cH:87][cH:88][cH:89]2)([c:90]2[cH:91][cH:92][cH:93][cH:94][cH:95]2)[c:96]2[cH:97][cH:98][cH:99][cH:100][cH:101]2)[P:102]([c:103]2[cH:104][cH:105][cH:106][cH:107][cH:108]2)([c:109]2[cH:110][cH:111][cH:112][cH:113][cH:114]2)[c:115]2[cH:116][cH:117][cH:118][cH:119][cH:120]2)([c:121]2[cH:122][cH:123][cH:124][cH:125][cH:126]2)[c:127]2[cH:128][cH:129][cH:130][cH:131][cH:132]2)[cH:133][cH:134]1>>[C:1]([c:2]1[cH:3][cH:4][cH:5][cH:6][cH:7]1)(=[O:8])[N:9]1[CH2:10][CH2:11][c:12]2[nH:13][c:14]3[cH:15][c:16](-[c:27]4[cH:28][cH:29][cH:30][cH:31][cH:32]4)[cH:17][cH:18][c:19]3[c:20]2[CH2:21][CH2:22]1. Reactants: COc1cccc(OC(F)(F)F)c1, COc1ccc(C)cc1C1(O)C(=O)Nc2ncc(Cl)cc21, O=S(=O)(Cl)Cl. Yields the product COc1ccc(S(=O)(=O)N2C(=O)C(O)(c3cc(C)ccc3OC)c3cc(Cl)cnc32)c(OC(F)(F)F)c1. Reaction SMILES: [CH3:27][O:28][c:29]1[cH:30][c:31]([O:35][C:36]([F:37])([F:38])[F:39])[cH:32][cH:33][cH:34]1.[Cl:1][c:2]1[cH:3][c:4]2[c:5]([n:6][cH:7]1)[NH:8][C:9](=[O:21])[C:10]2([c:11]1[c:12]([O:18][CH3:19])[cH:13][cH:14][c:15]([CH3:17])[cH:16]1)[OH:20].[S:22](=[O:23])(=[O:24])([Cl:25])[Cl:26]>>[Cl:1][c:2]1[cH:3][c:4]2[c:5]([n:6][cH:7]1)[N:8]([S:22](=[O:23])(=[O:24])[c:32]1[c:31]([O:35][C:36]([F:37])([F:38])[F:39])[cH:30][c:29]([O:28][CH3:27])[cH:34][cH:33]1)[C:9](=[O:21])[C:10]2([c:11]1[c:12]([O:18][CH3:19])[cH:13][cH:14][c:15]([CH3:17])[cH:16]1)[OH:20].